This data is from the Open Reaction Database (ORD), a public repository of structured organic reaction records. The task is: describe an organic reaction: reactants, conditions, products, and yield Starting materials: CCCCCC(=O)c1ccc(-c2ccc(CCC(COC(C)=O)(COC(C)=O)NC(C)=O)cc2)cc1, CC[SiH](CC)CC, O=C(O)C(F)(F)F. Yields the product CCCCCCc1ccc(-c2ccc(CCC(COC(C)=O)(COC(C)=O)NC(C)=O)cc2)cc1. Reaction SMILES: [C:1]([CH3:2])(=[O:3])[O:4][CH2:5][C:6]([CH2:7][O:8][C:9]([CH3:10])=[O:11])([CH2:12][CH2:13][c:14]1[cH:15][cH:16][c:17](-[c:20]2[cH:21][cH:22][c:23]([C:26]([CH2:27][CH2:28][CH2:29][CH2:30][CH3:31])=[O:32])[cH:24][cH:25]2)[cH:18][cH:19]1)[NH:33][C:34]([CH3:35])=[O:36].[CH2:37]([SiH:38]([CH2:39][CH3:40])[CH2:41][CH3:42])[CH3:43].[OH:44][C:45]([C:46]([F:47])([F:48])[F:49])=[O:50]>>[C:1]([CH3:2])(=[O:3])[O:4][CH2:5][C:6]([CH2:7][O:8][C:9]([CH3:10])=[O:11])([CH2:12][CH2:13][c:14]1[cH:15][cH:16][c:17](-[c:20]2[cH:21][cH:22][c:23]([CH2:26][CH2:27][CH2:28][CH2:29][CH2:30][CH3:31])[cH:24][cH:25]2)[cH:18][cH:19]1)[NH:33][C:34]([CH3:35])=[O:36]. Starting materials: [Br-], C1CCOC1, Cc1cccc([Zn+])n1, CCOC(C)=O, CSc1nccc(I)n1, c1coc(P(c2ccco2)c2ccco2)c1. Yields the product CSc1nccc(-c2cccc(C)n2)n1. Reaction SMILES: [Br-:26].[CH2:35]1[O:36][CH2:37][CH2:38][CH2:39]1.[CH3:27][c:28]1[cH:29][cH:30][cH:31][c:32]([Zn+:34])[n:33]1.[CH3:40][CH2:41][O:42][C:43](=[O:44])[CH3:45].[I:1][c:2]1[n:3][c:4]([S:8][CH3:9])[n:5][cH:6][cH:7]1.[o:10]1[cH:11][cH:12][cH:13][c:14]1[P:15]([c:16]1[o:17][cH:18][cH:19][cH:20]1)[c:21]1[o:22][cH:23][cH:24][cH:25]1>>[c:2]1(-[c:32]2[cH:31][cH:30][cH:29][c:28]([CH3:27])[n:33]2)[n:3][c:4]([S:8][CH3:9])[n:5][cH:6][cH:7]1. Reactants: O=C(Nc1ccc(Sc2nc(Cl)cc(Cl)n2)cc1)C1CC1, Cc1cnc(N)s1, [Na+], [Na+], O=C([O-])[O-], O=C(C=Cc1ccccc1)C=Cc1ccccc1, O=C(C=Cc1ccccc1)C=Cc1ccccc1, C1COCCO1, O=C(C=Cc1ccccc1)C=Cc1ccccc1, [Pd], [Pd], CC1(C)c2cccc(P(c3ccccc3)c3ccccc3)c2Oc2c(P(c3ccccc3)c3ccccc3)cccc21. Yields the product Cc1cnc(Nc2cc(Cl)nc(Sc3ccc(NC(=O)C4CC4)cc3)n2)s1. RXN SMILES: [Cl:1][c:2]1[n:3][c:4]([S:9][c:10]2[cH:11][cH:12][c:13]([NH:16][C:17](=[O:18])[CH:19]3[CH2:20][CH2:21]3)[cH:14][cH:15]2)[n:5][c:6]([Cl:8])[cH:7]1.[NH2:22][c:23]1[s:24][c:25]([CH3:28])[cH:26][n:27]1.[Na+:71].[Na+:72].[O-:73][C:74](=[O:75])[O-:76].[O:103]=[C:104]([CH:105]=[CH:106][c:107]1[cH:108][cH:109][cH:110][cH:111][cH:112]1)[CH:113]=[CH:114][c:115]1[cH:116][cH:117][cH:118][cH:119][cH:120]1.[O:121]=[C:122]([CH:123]=[CH:124][c:125]1[cH:126][cH:127][cH:128][cH:129][cH:130]1)[CH:131]=[CH:132][c:133]1[cH:134][cH:135][cH:136][cH:137][cH:138]1.[O:77]1[CH2:78][CH2:79][O:80][CH2:81][CH2:82]1.[O:85]=[C:86]([CH:87]=[CH:88][c:89]1[cH:90][cH:91][cH:92][cH:93][cH:94]1)[CH:95]=[CH:96][c:97]1[cH:98][cH:99][cH:100][cH:101][cH:102]1.[Pd:83].[Pd:84].[c:29]1([P:30]([c:31]2[cH:32][cH:33][cH:34][cH:35][cH:36]2)[c:37]2[c:38]3[c:62]([cH:63][cH:64][cH:65]2)[C:59]([CH3:60])([CH3:61])[c:41]2[c:40]([c:45]([P:46]([c:47]4[cH:48][cH:49][cH:50][cH:51][cH:52]4)[c:53]4[cH:54][cH:55][cH:56][cH:57][cH:58]4)[cH:44][cH:43][cH:42]2)[O:39]3)[cH:66][cH:67][cH:68][cH:69][cH:70]1>>[c:2]1([NH:22][c:23]2[s:24][c:25]([CH3:28])[cH:26][n:27]2)[n:3][c:4]([S:9][c:10]2[cH:11][cH:12][c:13]([NH:16][C:17](=[O:18])[CH:19]3[CH2:20][CH2:21]3)[cH:14][cH:15]2)[n:5][c:6]([Cl:8])[cH:7]1. Starting materials: C1(=CC=CC=C1)S(=O)(=O)N1C=CC=C1 (1-benzenesulfonyl-1H-pyrrole), C1(=CC=C(C=C1)C(=O)Cl)C (p-toluoyl chloride). Solvent: ClCCl (dichloromethane). Conditions: temperature 10 celsius, time 7 day. The product is CC1=CC=C(C=C1)C(=O)C=1N(C=CC1)S(=O)(=O)C1=CC=CC=C1 ((4-Methylphenyl)[1-(phenylsulfonyl)-1H-pyrrol-2-yl]methanone). The yield is 70.7%. RXN SMILES: [C:1]1([S:7]([N:10]2[CH:14]=[CH:13][CH:12]=[CH:11]2)(=[O:9])=[O:8])[CH:6]=[CH:5][CH:4]=[CH:3][CH:2]=1.[C:15]1([CH3:24])[CH:20]=[CH:19][C:18]([C:21](Cl)=[O:22])=[CH:17][CH:16]=1>ClCCl>[CH3:24][C:15]1[CH:20]=[CH:19][C:18]([C:21]([C:14]2[N:10]([S:7]([C:1]3[CH:2]=[CH:3][CH:4]=[CH:5][CH:6]=3)(=[O:9])=[O:8])[CH:11]=[CH:12][CH:13]=2)=[O:22])=[CH:17][CH:16]=1. Procedure details: Under nitrogen atmosphere, to a solution of 1-benzenesulfonyl-1H-pyrrole (284 g, 1.37 mol) in dichloromethane (1.0 L) were added p-toluoyl chloride (318 g, 2.06 mol) and boron trifluoride ether complex (350 g, 2.47 mol), and the mixture was allowed to stand at room temperature for 7 days. The reaction solution was washed successively with 1N aqueous hydrochloric acid solution (750 mL×2), 1N aqueous sodium hydroxide solution (750 mL) and saturated saline (100 mL), dried, and filtered. The filtrat... The reactants are CC(C)(C)OC(=O)c1ccc(Br)cc1Nc1ccc(F)cc1, O=C([O-])O, CCOC(C)=O, CCO, Cc1ccccc1, CC(C)Oc1ccccc1B(O)O, [Na+], O, c1ccc(P(c2ccccc2)(c2ccccc2)[Pd](P(c2ccccc2)(c2ccccc2)c2ccccc2)(P(c2ccccc2)(c2ccccc2)c2ccccc2)P(c2ccccc2)(c2ccccc2)c2ccccc2)cc1. Product: CC(C)Oc1ccccc1-c1ccc(C(=O)OC(C)(C)C)c(Nc2ccc(F)cc2)c1. RXN SMILES: [Br:8][c:9]1[cH:10][c:11]([NH:22][c:23]2[cH:24][cH:25][c:26]([F:29])[cH:27][cH:28]2)[c:12]([C:13](=[O:14])[O:15][C:16]([CH3:17])([CH3:18])[CH3:19])[cH:20][cH:21]1.[C:43](=[O:44])([O-:45])[OH:46].[CH3:126][CH2:127][O:128][C:129](=[O:130])[CH3:131].[CH3:132][CH2:133][OH:134].[CH3:1][c:2]1[cH:3][cH:4][cH:5][cH:6][cH:7]1.[CH:30]([CH3:31])([CH3:32])[O:33][c:34]1[c:35]([B:40]([OH:41])[OH:42])[cH:36][cH:37][cH:38][cH:39]1.[Na+:47].[OH2:125].[cH:48]1[cH:49][cH:50][c:51]([P:52]([Pd:53]([P:54]([c:55]2[cH:56][cH:57][cH:58][cH:59][cH:60]2)([c:61]2[cH:62][cH:63][cH:64][cH:65][cH:66]2)[c:67]2[cH:68][cH:69][cH:70][cH:71][cH:72]2)([P:73]([c:74]2[cH:75][cH:76][cH:77][cH:78][cH:79]2)([c:80]2[cH:81][cH:82][cH:83][cH:84][cH:85]2)[c:86]2[cH:87][cH:88][cH:89][cH:90][cH:91]2)[P:92]([c:93]2[cH:94][cH:95][cH:96][cH:97][cH:98]2)([c:99]2[cH:100][cH:101][cH:102][cH:103][cH:104]2)[c:105]2[cH:106][cH:107][cH:108][cH:109][cH:110]2)([c:111]2[cH:112][cH:113][cH:114][cH:115][cH:116]2)[c:117]2[cH:118][cH:119][cH:120][cH:121][cH:122]2)[cH:123][cH:124]1>>[c:9]1(-[c:35]2[c:34]([O:33][CH:30]([CH3:31])[CH3:32])[cH:39][cH:38][cH:37][cH:36]2)[cH:10][c:11]([NH:22][c:23]2[cH:24][cH:25][c:26]([F:29])[cH:27][cH:28]2)[c:12]([C:13](=[O:14])[O:15][C:16]([CH3:17])([CH3:18])[CH3:19])[cH:20][cH:21]1. Procedure: To a solution of 1.52 g of 3,4,5-trifluorobenzoic acid in 15 ml of dichloromethane, 0.92 ml of oxalyl chloride was added under ice cooling, and the mixture was stirred at the same temperature for 30 minutes and at room temperature for 80 minutes. After DMF was added dropwise, the mixture was stirred at room temperature for 1 hour. To the residue obtained by the evaporation of the solvent under reduced pressure, 20 ml of pyridine, 3.40 ml of 2-tert-butoxyethanol, and 1 fold by spatula of DMAP wer... Reactants: CC(C)([O-])C.[K+] (potassium tert-butoxide), C1CCOC1 (THF), C(C)(C)(C)OCCOC(C1=CC(=C(C(=C1)F)F)F)=O (3,4,5-trifluorobenzoic acid 2-tert-butoxyethylester), C1CCOC1 (THF), [Cl-].[NH4+] (ammonium chloride). Run in C(C)(C)(C)OCCO (2-tert-butoxyethanol). As a reaction SMILES: [CH3:1][C:2]([CH3:5])([O-:4])[CH3:3].[K+].[C:7]([O:11][CH2:12][CH2:13][O:14][C:15](=[O:25])[C:16]1[CH:21]=[C:20]([F:22])[C:19](F)=[C:18]([F:24])[CH:17]=1)([CH3:10])([CH3:9])[CH3:8].[Cl-].[NH4+].C1C[O:31][CH2:30][CH2:29]1>C(OCCO)(C)(C)C>[C:7]([O:11][CH2:12][CH2:13][O:14][C:15](=[O:25])[C:16]1[CH:17]=[C:18]([F:24])[C:19]([O:31][CH2:30][CH2:29][O:4][C:2]([CH3:5])([CH3:3])[CH3:1])=[C:20]([F:22])[CH:21]=1)([CH3:8])([CH3:9])[CH3:10] |f:0.1,3.4|. Yields the product C(C)(C)(C)OCCOC(C1=CC(=C(C(=C1)F)OCCOC(C)(C)C)F)=O (4-(2-tert-butoxyethoxy)-3,5-difluorobenzoic acid 2-tert-butoxyethyl ester). Reaction conditions: temperature -78 celsius, time 40 minute. Reactants: ClC(Cl)Cl, CSc1ccc(C(Cl)Cn2ccnc2)cc1, O=C(OO)c1cccc(Cl)c1. The product is CS(=O)c1ccc(C(Cl)Cn2ccnc2)cc1. RXN SMILES: [CH:28]([Cl:29])([Cl:30])[Cl:31].[Cl:12][CH:13]([CH2:14][n:15]1[cH:16][n:17][cH:18][cH:19]1)[c:20]1[cH:21][cH:22][c:23]([S:26][CH3:27])[cH:24][cH:25]1.[Cl:1][c:2]1[cH:3][cH:4][cH:5][c:6]([C:7]([O:8][OH:10])=[O:9])[cH:11]1>>[O:9]=[S:26]([c:23]1[cH:22][cH:21][c:20]([CH:13]([Cl:12])[CH2:14][n:15]2[cH:16][n:17][cH:18][cH:19]2)[cH:25][cH:24]1)[CH3:27]. Reactants: O=C([O-])[O-], CN(C)C=O, CCI, [K+], [K+], N#Cc1nc[nH]c1N, C1CCOC1. The product is CCn1cnc(C#N)c1N. Reaction SMILES: [C:9](=[O:10])([O-:11])[O-:12].[CH3:18][N:19]([CH3:20])[CH:21]=[O:22].[I:15][CH2:16][CH3:17].[K+:13].[K+:14].[NH2:1][c:2]1[c:3]([C:7]#[N:8])[n:4][cH:5][nH:6]1.[O:23]1[CH2:24][CH2:25][CH2:26][CH2:27]1>>[NH2:1][c:2]1[c:3]([C:7]#[N:8])[n:4][cH:5][n:6]1[CH2:16][CH3:17]. Starting materials: NC1=C(CO)C=CC=C1 (2-aminobenzyl alcohol), S1C=C(C=C1)C=O (3-thiophenecarboxaldehyde). Solvent: CC(C)O (2-propanol). Conditions: time 8 hour. Yields the product S1C=C(C=C1)C1NC2=C(CO1)C=CC=C2 ((±)-1,4-dihydro-2-(3-thienyl)-2H-3,1-benzoxazine). The yield is 81.4%. Reaction SMILES: [NH2:1][C:2]1[CH:9]=[CH:8][CH:7]=[CH:6][C:3]=1[CH2:4][OH:5].[S:10]1[CH:14]=[CH:13][C:12]([CH:15]=O)=[CH:11]1>CC(O)C>[S:10]1[CH:14]=[CH:13][C:12]([CH:15]2[O:5][CH2:4][C:3]3[CH:6]=[CH:7][CH:8]=[CH:9][C:2]=3[NH:1]2)=[CH:11]1. Procedure details: A mixture of 2-aminobenzyl alcohol (0.1218 mol), 3-thiophenecarboxaldehyde (0.1218 mol) and molecular sieves (3 Å) in 2-propanol (150 ml) was stirred overnight at room temperature. The crude reaction mixture was filtered, the residue was treated with CH2Cl2, and the mixture was filtered again. The solvent was evaporated, yielding 21.53 g (81%) of (±)-1,4-dihydro-2-(3-thienyl)-2H-3,1-benzoxazine (interm. 3). Starting materials: O=C1C=2C=CC(=CC2CCC1)C(=O)O (5-oxo-5,6,7,8-tetrahydronaphthalene-2-carboxylic acid), CO (MeOH), C[Si](C)(C)C=[N+]=[N-] (trimethylsilyldiazomethane). The solvent is C1CCOC1 (THF). Product: O=C1C=2C=CC(=CC2CCC1)C(=O)OC (methyl 5-oxo-5,6,7,8-tetrahydronaphthalene-2-carboxylate). Isolated yield 99.8%. As a reaction SMILES: [O:1]=[C:2]1[CH2:11][CH2:10][CH2:9][C:8]2[CH:7]=[C:6]([C:12]([OH:14])=[O:13])[CH:5]=[CH:4][C:3]1=2.CO.[CH3:17][Si](C=[N+]=[N-])(C)C>C1COCC1>[O:1]=[C:2]1[CH2:11][CH2:10][CH2:9][C:8]2[CH:7]=[C:6]([C:12]([O:14][CH3:17])=[O:13])[CH:5]=[CH:4][C:3]1=2. Reported procedure: To a solution of 5-oxo-5,6,7,8-tetrahydronaphthalene-2-carboxylic acid (10.0 g, 52.6 mmol) in THF (52.6 mL) and MeOH (10.64 mL, 263 mmol) at rt was added trimethylsilyldiazomethane (2.0 M in diethyl ether, 79 mL, 158 mmol) dropwise until the solution turned yellow and gas evolution ceased. The reaction was then concentrated under reduced pressure to give methyl 5-oxo-5,6,7,8-tetrahydronaphthalene-2-carboxylate (10.72 g, 52.5 mmol, 100% yield) as a brown solid. MS ESI calcd for C12H12O3 [M+H]+ 20...